describe an organic reaction: reactants, conditions, products, and yield From a dataset of the Open Reaction Database (ORD), a public repository of structured organic reaction records. Starting materials: CCCc1cc(OCc2ccc(C(=O)O)cc2)c2ccccc2n1, CCN=C=NCCCN(C)C, CN(C)c1ccncc1, ClC(Cl)Cl, ClCCl, Cl, NS(=O)(=O)c1ccccc1. Product: CCCc1cc(OCc2ccc(C(=O)NS(=O)(=O)c3ccccc3)cc2)c2ccccc2n1. As a reaction SMILES: [CH2:1]([CH2:2][CH3:3])[c:4]1[n:5][c:6]2[cH:7][cH:8][cH:9][cH:10][c:11]2[c:12]([O:14][CH2:15][c:16]2[cH:17][cH:18][c:19]([C:20](=[O:21])[OH:22])[cH:23][cH:24]2)[cH:13]1.[CH3:36][N:37]([CH3:38])[CH2:39][CH2:40][CH2:41][N:42]=[C:43]=[N:44][CH2:45][CH3:46].[CH3:51][N:52]([CH3:53])[c:54]1[cH:55][cH:56][n:57][cH:58][cH:59]1.[CH:47]([Cl:48])([Cl:49])[Cl:50].[Cl:60][CH2:61][Cl:62].[ClH:35].[c:25]1([S:31](=[O:32])(=[O:33])[NH2:34])[cH:26][cH:27][cH:28][cH:29][cH:30]1>>[CH2:1]([CH2:2][CH3:3])[c:4]1[n:5][c:6]2[cH:7][cH:8][cH:9][cH:10][c:11]2[c:12]([O:14][CH2:15][c:16]2[cH:17][cH:18][c:19]([C:20](=[O:21])[NH:34][S:31]([c:25]3[cH:26][cH:27][cH:28][cH:29][cH:30]3)(=[O:32])=[O:33])[cH:23][cH:24]2)[cH:13]1. Reactants: Cl.[N+](=O)([O-])C1=CC=C(C=C1)NN (p-nitrophenylhydrazine hydrochloride), C(CC(=O)C)(=O)OCC (ethyl acetoacetate). Run in C(C)O (ethanol). Yields the product CC=1CC(N(N1)C1=CC=C(C=C1)[N+](=O)[O-])=O (5-Methyl-2-(4-nitrophenyl)-2,4-dihydro-3-pyrazolone). Reaction SMILES: Cl.[N+:2]([C:5]1[CH:10]=[CH:9][C:8]([NH:11][NH2:12])=[CH:7][CH:6]=1)([O-:4])=[O:3].[C:13](OCC)(=[O:18])[CH2:14][C:15]([CH3:17])=O>C(O)C>[CH3:17][C:15]1[CH2:14][C:13](=[O:18])[N:11]([C:8]2[CH:7]=[CH:6][C:5]([N+:2]([O-:4])=[O:3])=[CH:10][CH:9]=2)[N:12]=1 |f:0.1|. Reported procedure: 1.63 g of p-nitrophenylhydrazine hydrochloride and 1.26 g of ethyl acetoacetate are heated under reflux in 30 ml of ethanol for 45 min. The mixture is concentrated somewhat in vacuo. The crystals which have separated out are then filtered off with suction. The reactants are N[C@@H](CCCNC(N)=N)C(=O)N1[C@H](C(=O)N[C@@H](CCCCN)C(=O)N2[C@H](C(=O)N[C@@H](CCC(N)=O)C(=O)N[C@@H](CCC(N)=O)C(=O)N[C@@H](CC3=CC=CC=C3)C(=O)N[C@@H](CC3=CC=CC=C3)C(=O)NCC(=O)N[C@@H](CC(C)C)C(=O)N[C@@H](CCSC)C(=O)N[C@@H](CCCCN)C(=O)N[C@@H](CCCCN)C(=O)N[C@@H](CCCCN)C(=O)N[C@@H](CCCCN)C(=O)N[C@@H](CCCCN)C(=O)N[C@@H](CCCCN)C(=O)N)CCC2)CCC1 (H-Arg-Pro-Lys-Pro-Gln-Gln-Phe-Phe-Gly-Leu-Met-(Lys)6-NH2), P(=O)([O-])([O-])[O-] (phosphate). Run at time 0.0055 minute. The product is N[C@@H](CC(C)C)C(=O)O (Leucine). Reaction SMILES: N[C@H](C(N1CCC[C@H]1C(N[C@H](C(N1CCC[C@H]1C(N[C@H](C(N[C@H](C(N[C@H](C(N[C@H](C(NCC([NH:73][C@H:74]([C:79](N[C@H](C(N[C@H](C(N[C@H](C(N[C@H](C(N[C@H](C(N[C@H](C(N[C@H](C(N)=O)CCCCN)=O)CCCCN)=O)CCCCN)=O)CCCCN)=O)CCCCN)=O)CCCCN)=O)CCSC)=[O:80])[CH2:75][CH:76]([CH3:78])[CH3:77])=O)=O)CC1C=CC=CC=1)=O)CC1C=CC=CC=1)=O)CCC(=O)N)=O)CCC(=O)N)=O)=O)CCCCN)=O)=O)CCCNC(=N)N.P([O-])([O-])([O-])=[O:151]>>[NH2:73][C@H:74]([C:79]([OH:80])=[O:151])[CH2:75][CH:76]([CH3:77])[CH3:78]. Reported procedure: The degradation of H-Arg-Pro-Lys-Pro-Gln-Gln-Phe-Phe-Gly-Leu-Met-(Lys)6-NH2 (SEQ ID NO: 111) (˜4.7×10−5 M) in 50 mM phosphate buffer solutions of pH 7.4 containing carboxypeptidase A (1 U/ml) was studied as described above. The pseudo first-order rate constant for the degradation was estimated to 5.5×10−3 min−1 and the corresponding half-life calculated to 126 min as previously described.